From a dataset of the Open Reaction Database (ORD), a public repository of structured organic reaction records. describe an organic reaction: reactants, conditions, products, and yield RXN SMILES: [CH3:37][C:38]#[N:39].[Cl:25][CH2:26][C:27](=[O:28])[NH:29][c:30]1[n:31][cH:32][n:33][c:34]([CH3:36])[cH:35]1.[N:1]12[CH2:2][CH:3]([O:9][C:10](=[O:11])[C:12]3([c:19]4[cH:20][cH:21][cH:22][cH:23][cH:24]4)[CH2:13][CH2:14][CH2:15][CH2:16][CH2:17][CH2:18]3)[CH:4]([CH2:5][CH2:6]1)[CH2:7][CH2:8]2>>[Cl-:25].[N+:1]12([CH2:26][C:27](=[O:28])[NH:29][c:30]3[n:31][cH:32][n:33][c:34]([CH3:36])[cH:35]3)[CH2:2][CH:3]([O:9][C:10](=[O:11])[C:12]3([c:19]4[cH:20][cH:21][cH:22][cH:23][cH:24]4)[CH2:13][CH2:14][CH2:15][CH2:16][CH2:17][CH2:18]3)[CH:4]([CH2:5][CH2:6]1)[CH2:7][CH2:8]2. The reactants are CC#N, Cc1cc(NC(=O)CCl)ncn1, O=C(OC1CN2CCC1CC2)C1(c2ccccc2)CCCCCC1. Yields the product [Cl-], Cc1cc(NC(=O)C[N+]23CCC(CC2)C(OC(=O)C2(c4ccccc4)CCCCCC2)C3)ncn1.